From a dataset of the Open Reaction Database (ORD), a public repository of structured organic reaction records. describe an organic reaction: reactants, conditions, products, and yield Solvent: C1(=CC=CC=C1)C (toluene). The reagents and catalysts are C=1C=CC(=CC1)[P](C=2C=CC=CC2)(C=3C=CC=CC3)[Pd]([P](C=4C=CC=CC4)(C=5C=CC=CC5)C=6C=CC=CC6)([P](C=7C=CC=CC7)(C=8C=CC=CC8)C=9C=CC=CC9)[P](C=1C=CC=CC1)(C=1C=CC=CC1)C=1C=CC=CC1 (Pd(PPh3)4). Yields the product FC1=CC=CC(=N1)C=1N(C=CN1)CC=1N=NC(=CC1CCC)C=1SC=CN1 (3-[2-(6-Fluoro-pyridin-2-yl)-imidazol-1-ylmethyl]-4-propyl-6-thiazol-2-yl-pyridazine). The reactants are ClC1=CC(=C(N=N1)CN1C(=NC=C1)C1=NC(=CC=C1)F)CCC (6-chloro-3-[2-(6-fluoro-pyridin-2-yl)-imidazol-1-ylmethyl]-4-propyl-pyridazine), C(CCC)[Sn](C=1SC=CN1)(CCCC)CCCC (2-tributylstannanyl-thiazole). Reported procedure: A mixture of 6-chloro-3-[2-(6-fluoro-pyridin-2-yl)-imidazol-1-ylmethyl]-4-propyl-pyridazine (268 mg, 0.81 mmol), 2-tributylstannanyl-thiazole (453 mg, 1.21 mmol), and Pd(PPh3)4 (0.08 mmol, 93 mg) in toluene (10 mL) is degassed. The mixture is then heated at 100° C. overnight. Saturated KF aqueous solution (8 mL) is added and the mixture is stirred for 15 minutes. The layers are separated and the aqueous layer is extracted with EtOAc (10 mL). The combined extracts are washed with brine (15 mL), d... RXN SMILES: Cl[C:2]1[N:7]=[N:6][C:5]([CH2:8][N:9]2[CH:13]=[CH:12][N:11]=[C:10]2[C:14]2[CH:19]=[CH:18][CH:17]=[C:16]([F:20])[N:15]=2)=[C:4]([CH2:21][CH2:22][CH3:23])[CH:3]=1.C([Sn](CCCC)(CCCC)[C:29]1[S:30][CH:31]=[CH:32][N:33]=1)CCC>C1(C)C=CC=CC=1.C1C=CC([P]([Pd]([P](C2C=CC=CC=2)(C2C=CC=CC=2)C2C=CC=CC=2)([P](C2C=CC=CC=2)(C2C=CC=CC=2)C2C=CC=CC=2)[P](C2C=CC=CC=2)(C2C=CC=CC=2)C2C=CC=CC=2)(C2C=CC=CC=2)C2C=CC=CC=2)=CC=1>[F:20][C:16]1[N:15]=[C:14]([C:10]2[N:9]([CH2:8][C:5]3[N:6]=[N:7][C:2]([C:29]4[S:30][CH:31]=[CH:32][N:33]=4)=[CH:3][C:4]=3[CH2:21][CH2:22][CH3:23])[CH:13]=[CH:12][N:11]=2)[CH:19]=[CH:18][CH:17]=1 |^1:52,54,73,92|. Reaction conditions: temperature 100 celsius, time 15 minute. Starting materials: Brc1nn2ccnc2s1, CCOCC, COc1ccc(N)cc1, CO, ClCCl, OC(F)(F)CF. The product is COc1ccc(Nc2nn3ccnc3s2)cc1. Reaction SMILES: [Br:1][c:2]1[n:3][n:4]2[c:5]([s:6]1)[n:7][cH:8][cH:9]2.[CH2:19]([O:20][CH2:21][CH3:22])[CH3:23].[CH3:10][O:11][c:12]1[cH:13][cH:14][c:15]([NH2:18])[cH:16][cH:17]1.[CH3:24][OH:25].[Cl:32][CH2:33][Cl:34].[F:26][CH2:27][C:28]([F:29])([F:30])[OH:31]>>[c:2]1([NH:18][c:15]2[cH:14][cH:13][c:12]([O:11][CH3:10])[cH:17][cH:16]2)[n:3][n:4]2[c:5]([s:6]1)[n:7][cH:8][cH:9]2. Reactants: C(#N)C=1N=C(NC1C=1C(=CC(=C(C(=O)OC)C1)C)C)CO (methyl 5-(4-cyano-2-(hydroxymethyl)-1H-imidazol-5-yl)-2,4-dimethylbenzoate), C(#N)C=1N=C(NC1C=1C(=CC(=C(C(=O)OC)C1)C)C)CO (methyl 5-(4-cyano-2-(hydroxymethyl)-1H-imidazol-5-yl)-2,4-dimethylbenzoate), [OH-].[Na+] (NaOH). Solvent: CO (methanol), O (water). Conditions: time 15 hour. Product: C(#N)C=1N=C(NC1C=1C(=CC(=C(C(=O)O)C1)C)C)CO (5-(4-Cyano-2-(hydroxymethyl)-1H-imidazol-5-yl)-2,4-dimethylbenzoic acid). RXN SMILES: [C:1]([C:3]1[N:4]=[C:5]([CH2:20][OH:21])[NH:6][C:7]=1[C:8]1[C:9]([CH3:19])=[CH:10][C:11]([CH3:18])=[C:12]([CH:17]=1)[C:13]([O:15]C)=[O:14])#[N:2].[OH-].[Na+]>CO.O>[C:1]([C:3]1[N:4]=[C:5]([CH2:20][OH:21])[NH:6][C:7]=1[C:8]1[C:9]([CH3:19])=[CH:10][C:11]([CH3:18])=[C:12]([CH:17]=1)[C:13]([OH:15])=[O:14])#[N:2] |f:1.2|. Reported procedure: Into a 25-mL round-bottom flask, was placed a solution of methyl 5-(4-cyano-2-(hydroxymethyl)-1H-imidazol-5-yl)-2,4-dimethylbenzoate (compound 219.6, 100 mg, 0.35 mmol) in methanol (10 mL) and a solution of NaOH (0.14 g, 3.5 mmol) in water (5 mL). The reaction mixture was stirred for 15 h at room temperature, then concentrated under reduced pressure. The pH of the solution was adjusted to 1-2 with hydrogen chloride (4 M). The resulting mixture was concentrated under reduced pressure. Methanol (5... Reactants: Cl.CN (methylamine hydrochloride), C(C1=CC=CC=C1)OC1=C(OC=CC1=O)C.OC1=C(N(C=CC1=O)C)C (3-hydroxy-1,2-dimethylpyrid-4-one 3-Benzyloxy-2-methyl-4-pyrone), C(C1=CC=CC=C1)OC1=C(OC=CC1=O)C.OC1=C(N(C=CC1=O)C)C (3-hydroxy-1,2-dimethylpyrid-4-one 3-Benzyloxy-2-methyl-4-pyrone), C(C1=CC=CC=C1)OC1=C(OC=CC1=O)C.OC1=C(N(C=CC1=O)C)C (3-hydroxy-1,2-dimethylpyrid-4-one 3-Benzyloxy-2-methyl-4-pyrone), C(C)N (ethylamine), C(CC)N (n-propylamine), C(C)(C)N (isopropylamine), C(CCC)N (n-butylamine), Cl.C(CCCCC)N (n-hexylamine hydrochloride). Yields the product C(C1=CC=CC=C1)OC1=C(OC=CC1=O)C (3-Benzyloxy-2-methyl-4-pyrone). RXN SMILES: [CH2:1]([O:8][C:9]1[C:14](=[O:15])[CH:13]=[CH:12][O:11][C:10]=1[CH3:16])[C:2]1[CH:7]=[CH:6][CH:5]=[CH:4][CH:3]=1.OC1C(=O)C=CN(C)C=1C.C(N)C.C(N)CC.C(N)(C)C.C(N)CCC.Cl.C(N)CCCCC.Cl.CN>>[CH2:1]([O:8][C:9]1[C:14](=[O:15])[CH:13]=[CH:12][O:11][C:10]=1[CH3:16])[C:2]1[CH:3]=[CH:4][CH:5]=[CH:6][CH:7]=1 |f:0.1,6.7,8.9|. Procedure details: 3-Benzyloxy-2-methyl-4-pyrone is prepared as described in (C) and is reacted with ethylamine, n-propylamine, isopropylamine, n-butylamine and n-hexylamine hydrochloride under similar conditions to those described in (C) for methylamine hydrochloride. The reaction mixture is worked up and the hydroxy group deprotected as described in (C) to give the following compounds: Starting materials: C(C1CCCO1)Cl (Tetrahydrofurfuryl chloride), CS(=O)(=O)C=1C=C(C=CC1)C1=CC=C(S1)CNS(=O)(=O)C1=C(C=CC=C1)C(F)(F)F (N-[5-(3-methanesulfonyl-phenyl)-thiophen-2-ylmethyl]-2-trifluoromethyl-benzenesulfonamide), C([O-])([O-])=O.[Cs+].[Cs+] (cesium carbonate), C(C1CCCO1)Cl (tetrahydrofurfuryl chloride). Reagents/catalysts: [I-].C(CCC)[N+](CCCC)(CCCC)CCCC (tetrabutylammonium iodide). Run in CN(C(C)=O)C (N,N-dimethylacetamide), C(C)(=O)OCC (ethyl acetate). Conditions: temperature 50 celsius, time 1 day. Product: CS(=O)(=O)C=1C=C(C=CC1)C1=CC=C(S1)CN(S(=O)(=O)C1=C(C=CC=C1)C(F)(F)F)CC1OCCC1 (N-[5-(3-methanesulfonyl-phenyl)-thiophen-2-ylmethyl]-N-(tetrahydro-furan-2-ylmethyl)-2-trifluoromethyl-benzenesulfonamide). Yield: 60.5%. As a reaction SMILES: [CH3:1][S:2]([C:5]1[CH:6]=[C:7]([C:11]2[S:15][C:14]([CH2:16][NH:17][S:18]([C:21]3[CH:26]=[CH:25][CH:24]=[CH:23][C:22]=3[C:27]([F:30])([F:29])[F:28])(=[O:20])=[O:19])=[CH:13][CH:12]=2)[CH:8]=[CH:9][CH:10]=1)(=[O:4])=[O:3].C(=O)([O-])[O-].[Cs+].[Cs+].[CH2:37](Cl)[CH:38]1[O:42][CH2:41][CH2:40][CH2:39]1>CN(C)C(=O)C.[I-].C([N+](CCCC)(CCCC)CCCC)CCC.C(OCC)(=O)C>[CH3:1][S:2]([C:5]1[CH:6]=[C:7]([C:11]2[S:15][C:14]([CH2:16][N:17]([CH2:37][CH:38]3[CH2:39][CH2:40][CH2:41][O:42]3)[S:18]([C:21]3[CH:26]=[CH:25][CH:24]=[CH:23][C:22]=3[C:27]([F:30])([F:28])[F:29])(=[O:20])=[O:19])=[CH:13][CH:12]=2)[CH:8]=[CH:9][CH:10]=1)(=[O:3])=[O:4] |f:1.2.3,6.7|. Reported procedure: To a stirred solution of N-[5-(3-methanesulfonyl-phenyl)-thiophen-2-ylmethyl]-2-trifluoromethyl-benzenesulfonamide (example 27, step 1, 52 mg) in N,N-dimethylacetamide (0.9 mL) were added cesium carbonate (54 mg), tetrahydrofurfuryl chloride (20 mg) and tetrabutylammonium iodide (4 mg). The mixture was stirred for 3 days at r.t. and for 1 day at 50° C. Tetrahydrofurfuryl chloride (20 mg) was added and the mixture was heated to 100° C. in the microwave oven for 10 min. The mixture was diluted wit... Reactants: Example 4-43, CC1(OB(OC1(C)C)C=1C=NN(C1)C(=O)OC(C)(C)C)C (tert-Butyl 4-(4,4,5,5-tetramethyl-1,3,2-dioxaborolan-2-yl)-1H-pyrazole-1-carboxylate), O1C(=CC=C1)P(C=1OC=CC1)C=1OC=CC1 (tri(2-furyl)phosphine), C([O-])([O-])=O.[Cs+].[Cs+] (cesium carbonate), BrC=1C=CC(=NC1OC)/C(=C/[C@H]1CCC(N1CC1=C(C=C(C=C1)OC)OC)=O)/C1=CC=C(C=C1)Cl ((5R)-5-[(E)-2-(5-bromo-6-methoxypyridin-2-yl)-2-(4-chlorophenyl)ethenyl]-1-(2,4-dimethoxybenzyl)pyrrolidin-2-one). The reagents and catalysts are C=1C=CC(=CC1)/C=C/C(=O)/C=C/C2=CC=CC=C2.C=1C=CC(=CC1)/C=C/C(=O)/C=C/C2=CC=CC=C2.C=1C=CC(=CC1)/C=C/C(=O)/C=C/C2=CC=CC=C2.[Pd].[Pd] (tris(dibenzylideneacetone)dipalladium(0)). Run in C(C)(=O)OCC (ethyl acetate), O (water), O1CCOCC1 (1,4-dioxane). Run at temperature 80 celsius, time 3 hour. Yields the product ClC1=CC=C(C=C1)\C(=C/[C@H]1CCC(N1CC1=C(C=C(C=C1)OC)OC)=O)\C1=NC(=C(C=C1)C=1C=NNC1)OC ((5R)-5-{(E)-2-(4-chlorophenyl)-2-[6-methoxy-5-(1H-pyrazol-4-yl)pyridin-2-yl]ethenyl}-1-(2,4-dimethoxybenzyl)pyrrolidin-2-one). Isolated yield 63.0%. RXN SMILES: CC1(C)C(C)(C)OB([C:9]2[CH:10]=[N:11][N:12](C(OC(C)(C)C)=O)[CH:13]=2)O1.O1C=CC=C1P(C1OC=CC=1)C1OC=CC=1.C(=O)([O-])[O-].[Cs+].[Cs+].Br[C:45]1[CH:46]=[CH:47][C:48](/[C:53](/[C:72]2[CH:77]=[CH:76][C:75]([Cl:78])=[CH:74][CH:73]=2)=[CH:54]/[C@@H:55]2[N:59]([CH2:60][C:61]3[CH:66]=[CH:65][C:64]([O:67][CH3:68])=[CH:63][C:62]=3[O:69][CH3:70])[C:58](=[O:71])[CH2:57][CH2:56]2)=[N:49][C:50]=1[O:51][CH3:52]>O1CCOCC1.C(OCC)(=O)C.C1C=CC(/C=C/C(/C=C/C2C=CC=CC=2)=O)=CC=1.C1C=CC(/C=C/C(/C=C/C2C=CC=CC=2)=O)=CC=1.C1C=CC(/C=C/C(/C=C/C2C=CC=CC=2)=O)=CC=1.[Pd].[Pd].O>[Cl:78][C:75]1[CH:74]=[CH:73][C:72](/[C:53](/[C:48]2[CH:47]=[CH:46][C:45]([C:9]3[CH:13]=[N:12][NH:11][CH:10]=3)=[C:50]([O:51][CH3:52])[N:49]=2)=[CH:54]\[C@@H:55]2[N:59]([CH2:60][C:61]3[CH:66]=[CH:65][C:64]([O:67][CH3:68])=[CH:63][C:62]=3[O:69][CH3:70])[C:58](=[O:71])[CH2:57][CH2:56]2)=[CH:77][CH:76]=1 |f:2.3.4,8.9.10.11.12|. Procedure: tert-Butyl 4-(4,4,5,5-tetramethyl-1,3,2-dioxaborolan-2-yl)-1H-pyrazole-1-carboxylate (216 mg), tris(dibenzylideneacetone)dipalladium(0) (33.7 mg), tri(2-furyl)phosphine (51.5 mg) and cesium carbonate (239 mg) were added to a solution of (5R)-5-[(E)-2-(5-bromo-6-methoxypyridin-2-yl)-2-(4-chlorophenyl)ethenyl]-1-(2,4-dimethoxybenzyl)pyrrolidin-2-one obtained in Reference Example 4-43 (200 mg) in 1,4-dioxane (3 mL)-water (1 mL), and the mixture was stirred at an external temperature for 80° C. for ... Starting materials: C(C1=CC=CC=C1)OC1=C(C=C(C=C1)C=CC1=CC=C(C=C1)[N+](=O)[O-])OCC1=CC=CC=C1 (1,2-dibenzyloxy-4-[2-(4-nitrophenyl)ethenyl]benzene), C1CCOC1 (THF). Solvent: CO (methanol). The product is C(C1=CC=CC=C1)OC=1C=C(C=CC1OCC1=CC=CC=C1)CCC1=CC=C(C=C1)N (4-[-2-(-3,4-dibenzyloxyphenyl)ethyl]benzenamine). Isolated yield 65.5%. Reaction SMILES: [CH2:1]([O:8][C:9]1[CH:14]=[CH:13][C:12]([CH:15]=[CH:16][C:17]2[CH:22]=[CH:21][C:20]([N+:23]([O-])=O)=[CH:19][CH:18]=2)=[CH:11][C:10]=1[O:26][CH2:27][C:28]1[CH:33]=[CH:32][CH:31]=[CH:30][CH:29]=1)[C:2]1[CH:7]=[CH:6][CH:5]=[CH:4][CH:3]=1.C1COCC1>CO>[CH2:27]([O:26][C:10]1[CH:11]=[C:12]([CH2:15][CH2:16][C:17]2[CH:18]=[CH:19][C:20]([NH2:23])=[CH:21][CH:22]=2)[CH:13]=[CH:14][C:9]=1[O:8][CH2:1][C:2]1[CH:7]=[CH:6][CH:5]=[CH:4][CH:3]=1)[C:28]1[CH:29]=[CH:30][CH:31]=[CH:32][CH:33]=1. Procedure details: The 1,2-dibenzyloxy-4-[2-(4-nitrophenyl)ethenyl]benzene (10 g, 22 mmole) is dissolved in methanol (50 ml), THF (100 ml) and reacted with Ra--N1 (1.5 g). Reduction under a pressure of 512 psi at 19.5° C. affords 5.9 g (60%) of 4-[-2-(-3,4-dibenzyloxyphenyl)ethyl]benzenamine, mp 97°-101° C. Reported procedure: To a mixture of 3-((1,3-dioxoisoindolin-2-yl)methyl)picolinonitrile (10 g, 38 mmol) and methanol (80 mL) was added conc. HCl (6.5 mL, 76 mmol) and 10% Pd/C (1 g). The mixture was stirred vigorously under 50 Psi H2 for 6 hrs. The mixture was filtered through the Celite pad and washed with methanol. The combined filtrate was concentrated to give the 2-((2-(aminomethyl)pyridin-3-yl)methyl)isoindoline-1,3-dione as a white solid in quantitative yield. LRMS (M+H+) m/z 268.1. Product: NCC1=NC=CC=C1CN1C(C2=CC=CC=C2C1=O)=O (2-((2-(aminomethyl)pyridin-3-yl)methyl)isoindoline-1,3-dione). Reagents/catalysts: [Pd] (Pd/C). The solvent is CO (methanol). RXN SMILES: [O:1]=[C:2]1[C:10]2[C:5](=[CH:6][CH:7]=[CH:8][CH:9]=2)[C:4](=[O:11])[N:3]1[CH2:12][C:13]1[C:14]([C:19]#[N:20])=[N:15][CH:16]=[CH:17][CH:18]=1.Cl>[Pd].CO>[NH2:20][CH2:19][C:14]1[C:13]([CH2:12][N:3]2[C:2](=[O:1])[C:10]3[C:5](=[CH:6][CH:7]=[CH:8][CH:9]=3)[C:4]2=[O:11])=[CH:18][CH:17]=[CH:16][N:15]=1. The reactants are O=C1N(C(C2=CC=CC=C12)=O)CC=1C(=NC=CC1)C#N (3-((1,3-dioxoisoindolin-2-yl)methyl)picolinonitrile), Cl (HCl), Psi H2. Starting materials: C(C=1C(C(=O)NN)=CC=CC1)(=O)NN (phthalhydrazide), O.NN (hydrazine hydrate), N#N (N2), NN (hydrazine). The solvent is O (water). Run at temperature 90 celsius. Product: C(C=1C(C(=O)NN)=CC=CC1)(=O)NN.NN (Hydrazine Phthalhydrazide). Yield: 75.0%. RXN SMILES: [N:1]#[N:2].[C:3]([NH:15][NH2:16])(=[O:14])[C:4]1[C:5](=[CH:10][CH:11]=[CH:12][CH:13]=1)[C:6]([NH:8][NH2:9])=[O:7].O.NN.NN>O>[C:3]([NH:15][NH2:16])(=[O:14])[C:4]1[C:5](=[CH:10][CH:11]=[CH:12][CH:13]=1)[C:6]([NH:8][NH2:9])=[O:7].[NH2:1][NH2:2] |f:2.3,6.7|. Procedure: The general procedure from H. J. Barber et. al. Journal of the Chemical Society, 1948, page 1458 was followed. A 250 mL round bottom flask equipped with a magnetic stir bar and a condenser further attached to a N2 source was charged with 10.0 g (61.7 mmol, available from Aldrich,) phthalhydrazide, 9.57 g (191 mmol, available from Aldrich) hydrazine hydrate, and 60 mL of water. The mixture was heated to 90° C. at which point it became substantially homogeneous, then filtered while warm. The filtr...